This data is from the Open Reaction Database (ORD), a public repository of structured organic reaction records. The task is: describe an organic reaction: reactants, conditions, products, and yield Reactants: [Al], O=CO, Cc1ccc(C#N)cc1Cl, [Ni]. Yields the product Cc1ccc(C=O)cc1Cl. Reaction SMILES: [Al:14].[CH:11](=[O:12])[OH:13].[Cl:1][c:2]1[cH:3][c:4]([C:5]#[N:6])[cH:7][cH:8][c:9]1[CH3:10].[Ni:15]>>[Cl:1][c:2]1[cH:3][c:4]([CH:5]=[O:12])[cH:7][cH:8][c:9]1[CH3:10]. Starting materials: Br.C1(=CC=CC=C1)C=1N=C2N(C=CC=C2C(=O)OCC)C1 (ethyl 2-phenyl-imidazo[1,2-a]-pyridine-8-carboxylate hydrogen bromide), [OH-].[Na+] (sodium hydroxide), CN(C)C=O (DMF), P(=O)(Cl)(Cl)Cl (phosphorus oxychloride), ice water. The product is C(=O)C1=C(N=C2N1C=CC=C2C(=O)OCC)C2=CC=CC=C2 (ethyl 3-formyl-2-phenyl-imidazo[1,2-a]pyridine-8-carboxylate). Isolated yield 85.5%. RXN SMILES: Br.[C:2]1([C:8]2[N:9]=[C:10]3[C:15]([C:16]([O:18][CH2:19][CH3:20])=[O:17])=[CH:14][CH:13]=[CH:12][N:11]3[CH:21]=2)[CH:7]=[CH:6][CH:5]=[CH:4][CH:3]=1.P(Cl)(Cl)(Cl)=O.[OH-].[Na+].CN([CH:32]=[O:33])C>>[CH:32]([C:21]1[N:11]2[CH:12]=[CH:13][CH:14]=[C:15]([C:16]([O:18][CH2:19][CH3:20])=[O:17])[C:10]2=[N:9][C:8]=1[C:2]1[CH:3]=[CH:4][CH:5]=[CH:6][CH:7]=1)=[O:33] |f:0.1,3.4|. Reported procedure: To a solution of ethyl 2-phenyl-imidazo[1,2-a]-pyridine-8-carboxylate hydrogen bromide (14.7 g, 4 m mol) in DMF (8 ml) was dropwise added phosphorus oxychloride (2 ml) keeping the inner temperature to below 15° C. Then, the mixture was allowed to react at room temperature for 30 minutes and at 70° C. for 2 hours. After completion of the reaction, the reaction mixture was cooled, poured into ice water and adjusted to pH 7 by adding 20% sodium hydroxide. The precipitated crystals were collected by...